This data is from the Open Reaction Database (ORD), a public repository of structured organic reaction records. The task is: describe an organic reaction: reactants, conditions, products, and yield Starting materials: C1COCCN1, CS(C)=O, CO, ClCCl, CNc1ncc(-c2nc(N3CCOCC3)c3nc(Cl)n(CC4CC4)c3n2)cn1. Product: CNc1ncc(-c2nc(N3CCOCC3)c3nc(N4CCOCC4)n(CC4CC4)c3n2)cn1. As a reaction SMILES: [CH2:33]1[CH2:34][O:35][CH2:36][CH2:37][NH:38]1.[CH3:1][S:2](=[O:3])[CH3:4].[CH3:39][OH:40].[Cl:41][CH2:42][Cl:43].[Cl:5][c:6]1[n:7]([CH2:29][CH:30]2[CH2:31][CH2:32]2)[c:8]2[n:9][c:10](-[c:21]3[cH:22][n:23][c:24]([NH:27][CH3:28])[n:25][cH:26]3)[n:11][c:12]([N:15]3[CH2:16][CH2:17][O:18][CH2:19][CH2:20]3)[c:13]2[n:14]1>>[c:6]1([N:38]2[CH2:33][CH2:34][O:35][CH2:36][CH2:37]2)[n:7]([CH2:29][CH:30]2[CH2:31][CH2:32]2)[c:8]2[n:9][c:10](-[c:21]3[cH:22][n:23][c:24]([NH:27][CH3:28])[n:25][cH:26]3)[n:11][c:12]([N:15]3[CH2:16][CH2:17][O:18][CH2:19][CH2:20]3)[c:13]2[n:14]1. Starting materials: CO, [N-]=[N+]=NC1CCCCc2cccnc21, [Pd]. Yields the product NC1CCCCc2cccnc21. RXN SMILES: [CH3:15][OH:16].[N:1](=[N+:2]=[N-:3])[CH:4]1[CH2:5][CH2:6][CH2:7][CH2:8][c:9]2[c:10]1[n:11][cH:12][cH:13][cH:14]2.[Pd:17]>>[NH2:1][CH:4]1[CH2:5][CH2:6][CH2:7][CH2:8][c:9]2[c:10]1[n:11][cH:12][cH:13][cH:14]2. Reactants: C(#N)[BH3-].[Na+] (sodium cyanoborohydride), C([O-])(O)=O.[Na+] (sodium bicarbonate), ClC=1C=C(C=CC1Cl)[C@@H](CN(C(C1=CC=CC=C1)=O)C)CC=O ((S)-N-[2-(3,4-Dichlorophenyl)-4-oxobutyl]-N-methylbenzamide), C(C)OC1(CC(NCC1)=C=O)N1C(CCCC1)=O (4-ethoxy-carbonyl-4-(2-oxopiperidino)piperidine), C(C)(=O)O (acetic acid). Solvent: CO (methanol), CO (methanol), CO (methanol). Run at time 15 minute. The product is Cl.ClC=1C=C(C=CC1Cl)[C@@H](CN(C(C1=CC=CC=C1)=O)C)CCN1CCC(CC1)(N1C(CCCC1)=O)C(=O)OCC ((S)-N-[2-(3,4-Dichlorophenyl)-4-[4-ethoxycarbonyl-4-(2 -oxopiperidino)piperidino]butyl]-N-methylbenzamide hydrochloride). As a reaction SMILES: [Cl:1][C:2]1[CH:3]=[C:4]([C@H:9]([CH2:21][CH:22]=O)[CH2:10][N:11]([CH3:20])[C:12](=[O:19])[C:13]2[CH:18]=[CH:17][CH:16]=[CH:15][CH:14]=2)[CH:5]=[CH:6][C:7]=1[Cl:8].C(O[C:27]1([N:35]2[CH2:40][CH2:39][CH2:38][CH2:37][C:36]2=[O:41])[CH2:32][CH2:31][NH:30][C:29](=C=O)[CH2:28]1)C.[C:42](O)(=O)[CH3:43].C([BH3-])#N.[Na+].[C:50](=[O:53])(O)[O-:51].[Na+]>CO>[ClH:1].[Cl:1][C:2]1[CH:3]=[C:4]([C@H:9]([CH2:21][CH2:22][N:30]2[CH2:29][CH2:28][C:27]([C:50]([O:51][CH2:42][CH3:43])=[O:53])([N:35]3[CH2:40][CH2:39][CH2:38][CH2:37][C:36]3=[O:41])[CH2:32][CH2:31]2)[CH2:10][N:11]([CH3:20])[C:12](=[O:19])[C:13]2[CH:14]=[CH:15][CH:16]=[CH:17][CH:18]=2)[CH:5]=[CH:6][C:7]=1[Cl:8] |f:3.4,5.6,8.9|. Procedure: (S)-N-[2-(3,4-Dichlorophenyl)-4-oxobutyl]-N-methylbenzamide (415 mg) in methanol (3 mL) was added to a solution of 4-ethoxy-carbonyl-4-(2-oxopiperidino)piperidine (391 mg) and acetic acid (0.09 mL) in methanol (6 mL). After 15 minutes, sodium cyanoborohydride (100 mg) in methanol (3 mL) was added in a single portion. After being stirred for 3 hours, the reaction mixture was diluted with aqueous sodium bicarbonate, stirred for 30 minutes, and extracted with dichloromethane. The organic extracts w... Reactants: CC(O)=S, C=CCOC(=O)N1CC(OS(C)(=O)=O)CC1(C)N1CCN(C)CC1=O, CC(C)(C)[O-], CN(C)C=O, O. Product: C=CCOC(=O)N1CC(SC(C)=O)CC1(C)N1CCN(C)CC1=O. Reaction SMILES: [C:6]([CH3:7])(=[S:8])[OH:9].[CH2:10]([CH:11]=[CH2:12])[O:13][C:14](=[O:15])[N:16]1[C:17]([N:26]2[C:27](=[O:33])[CH2:28][N:29]([CH3:32])[CH2:30][CH2:31]2)([CH3:34])[CH2:18][CH:19]([O:21][S:22]([CH3:23])(=[O:24])=[O:25])[CH2:20]1.[CH3:1][C:2]([CH3:3])([O-:4])[CH3:5].[CH3:36][N:37]([CH3:38])[CH:39]=[O:40].[OH2:35]>>[C:6]([CH3:7])([S:8][CH:19]1[CH2:18][C:17]([N:26]2[C:27](=[O:33])[CH2:28][N:29]([CH3:32])[CH2:30][CH2:31]2)([CH3:34])[N:16]([C:14]([O:13][CH2:10][CH:11]=[CH2:12])=[O:15])[CH2:20]1)=[O:9]. The product is C(C)OC(=O)C=1C(=C2C(=C(N1)C#N)N(C=C2)CC2=CC(=C(C=C2)F)F)OC(C)=O (4-Acetoxy-7-cyano-1-(3,4-difluoro-benzyl)-1H-pyrrolo[2,3-c]pyridine-5-carboxylic acid ethyl ester). As a reaction SMILES: [CH2:1]([O:3][C:4]([C:6]1[C:7]([OH:26])=[C:8]2[CH:16]=[CH:15][N:14]([CH2:17][C:18]3[CH:23]=[CH:22][C:21]([F:24])=[C:20]([F:25])[CH:19]=3)[C:9]2=[C:10]([C:12]#[N:13])[N:11]=1)=[O:5])[CH3:2].[C:27](OC(=O)C)(=[O:29])[CH3:28]>C(N(CC)CC)C>[CH2:1]([O:3][C:4]([C:6]1[C:7]([O:26][C:27](=[O:29])[CH3:28])=[C:8]2[CH:16]=[CH:15][N:14]([CH2:17][C:18]3[CH:23]=[CH:22][C:21]([F:24])=[C:20]([F:25])[CH:19]=3)[C:9]2=[C:10]([C:12]#[N:13])[N:11]=1)=[O:5])[CH3:2]. Run in C(C)N(CC)CC (triethyl amine). Starting materials: C(C)OC(=O)C=1C(=C2C(=C(N1)C#N)N(C=C2)CC2=CC(=C(C=C2)F)F)O (7-cyano-1-(3,4-difluoro-benzyl)-4-hydroxy-1H-pyrrolo[2,3-c]pyridine-5-carboxylic acid ethyl ester), C(C)(=O)OC(C)=O (acetic anhydride). Reported procedure: Prepared in analogy to that of Example 120(a) from 7-cyano-1-(3,4-difluoro-benzyl)-4-hydroxy-1H-pyrrolo[2,3-c]pyridine-5-carboxylic acid ethyl ester, acetic anhydride, and triethyl amine. The title compound, ESI MS (m/z): 400 (M+H)+.